Dataset: the Open Reaction Database (ORD), a public repository of structured organic reaction records. Task: describe an organic reaction: reactants, conditions, products, and yield The reactants are ClCCl, O=C(O)C(F)(F)F, CC(C)(C)OC(=O)CNC(=O)c1cnc(N2CCc3ccccc32)nc1OCc1ccc(F)cc1. The product is O=C(O)CNC(=O)c1cnc(N2CCc3ccccc32)nc1OCc1ccc(F)cc1. Reaction SMILES: [Cl:36][CH2:37][Cl:38].[F:39][C:40]([F:41])([F:42])[C:43]([OH:44])=[O:45].[N:1]1([c:10]2[n:11][cH:12][c:13]([C:25](=[O:26])[NH:27][CH2:28][C:29](=[O:30])[O:31][C:32]([CH3:33])([CH3:34])[CH3:35])[c:14]([O:16][CH2:17][c:18]3[cH:19][cH:20][c:21]([F:24])[cH:22][cH:23]3)[n:15]2)[CH2:2][CH2:3][c:4]2[cH:5][cH:6][cH:7][cH:8][c:9]21>>[N:1]1([c:10]2[n:11][cH:12][c:13]([C:25](=[O:26])[NH:27][CH2:28][C:29](=[O:30])[OH:31])[c:14]([O:16][CH2:17][c:18]3[cH:19][cH:20][c:21]([F:24])[cH:22][cH:23]3)[n:15]2)[CH2:2][CH2:3][c:4]2[cH:5][cH:6][cH:7][cH:8][c:9]21. Starting materials: ClC1=C(C=CC2=CC=C(C=C12)OC)O (1-Chloro-7-methoxy-2-naphthol), Cl (hydrochloride). The solvent is O (water). The product is ClC1=C2C(=CC=3C4=C(COC13)C=C(C=C4)O)C=CC(=C2)O (7-Chloro-5H-dibenzo[c,g]chromene-3,9-diol). Reaction SMILES: Cl[C:2]1[C:11]2[C:6](=[CH:7][CH:8]=[C:9]([O:12][CH3:13])[CH:10]=2)[CH:5]=[CH:4][C:3]=1[OH:14].[ClH:15]>O>[Cl:15][C:10]1[C:9]2[O:12][CH2:13][C:7]3[CH:8]=[C:9]([OH:12])[CH:10]=[CH:11][C:6]=3[C:8]=2[CH:7]=[C:6]2[CH:5]=[CH:4][C:3]([OH:14])=[CH:2][C:11]=12. Reported procedure: A mixture of Example 9 (2.25 g, 6.92 mmol) and pyridiumium hydrochloride (21.9 g, 162 mmol) was heated to 184° C. for 2 hrs. The reaction mixture was allowed to cool and poured into water (300 mL) and extracted with ethyl acetate (2×200 mL), washed with brine and dried over anhydrous magnesium sulfate. The solvent was removed and the product was chromatographed (40% ethyl acetate-hexanes) to afford a white solid which was triturated with methylene chloride (25 mL) to afford 1.2 g (58%); mp 230–2...